Task: describe an organic reaction: reactants, conditions, products, and yield. Dataset: the Open Reaction Database (ORD), a public repository of structured organic reaction records Starting materials: F[B-](F)(F)F, CC(C)CC(N)B1OC2CC3CC(C3(C)C)C2(C)O1, CN(C)C=O, CCN(C(C)C)C(C)C, O=C(O)CNC(=O)c1cccc(F)c1F, O=C([O-])C(F)(F)F, CN(C)C(On1nnc2ccccc21)=[N+](C)C. The product is CC(C)CC(NC(=O)CNC(=O)c1cccc(F)c1F)B1OC2CC3CC(C3(C)C)C2(C)O1. Reaction SMILES: [B-:16]([F:17])([F:18])([F:19])[F:20].[CH3:38][CH:39]([CH2:40][CH:41]([NH2:42])[B:43]1[O:44][C:45]2([CH3:55])[CH:46]([O:47]1)[CH2:48][CH:49]1[C:50]([CH3:53])([CH3:54])[CH:51]2[CH2:52]1)[CH3:56].[CH3:73][N:74]([CH3:75])[CH:76]=[O:77].[CH:64]([N:65]([CH2:66][CH3:67])[CH:68]([CH3:69])[CH3:70])([CH3:71])[CH3:72].[F:1][c:2]1[c:3]([C:4](=[O:5])[NH:6][CH2:7][C:8](=[O:9])[OH:10])[cH:11][cH:12][cH:13][c:14]1[F:15].[O-:57][C:58]([C:59]([F:60])([F:61])[F:62])=[O:63].[n:21]1([O:22][C:23]([N:24]([CH3:25])[CH3:26])=[N+:27]([CH3:28])[CH3:29])[c:30]2[cH:31][cH:32][cH:33][cH:34][c:35]2[n:36][n:37]1>>[F:1][c:2]1[c:3]([C:4](=[O:5])[NH:6][CH2:7][C:8](=[O:10])[NH:42][CH:41]([CH2:40][CH:39]([CH3:38])[CH3:56])[B:43]2[O:44][C:45]3([CH3:55])[CH:46]([O:47]2)[CH2:48][CH:49]2[C:50]([CH3:53])([CH3:54])[CH:51]3[CH2:52]2)[cH:11][cH:12][cH:13][c:14]1[F:15].